From a dataset of the Open Reaction Database (ORD), a public repository of structured organic reaction records. describe an organic reaction: reactants, conditions, products, and yield Starting materials: C(C=C)(=O)NC=1C=C(C(=O)N)C=CC1 (3-propenoylaminobenzamide), C(C=CC)(=O)Cl (butenoyl chloride). Yields the product C(C=CC)(=O)NC=1C=C(C(=O)N)C=CC1 (3-butenoylaminobenzamide). RXN SMILES: [C:1]([NH:5][C:6]1[CH:7]=[C:8]([CH:12]=[CH:13][CH:14]=1)[C:9]([NH2:11])=[O:10])(=[O:4])[CH:2]=[CH2:3].[C:15](Cl)(=O)C=CC>>[C:1]([NH:5][C:6]1[CH:7]=[C:8]([CH:12]=[CH:13][CH:14]=1)[C:9]([NH2:11])=[O:10])(=[O:4])[CH:2]=[CH:3][CH3:15]. Procedure details: This was achieved by the same procedure as that used to make 3-propenoylaminobenzamide, namely the route of Example 4, except that 2.30 gm (20 mMole) of butenoyl chloride was used. The product obtained had a melting point of 211° C. to 212° C. The yield is 91.5%. Yields the product Cl.C(C)(C)(C)NCC(O)C1=CC=C(C(C(=O)OC)=C1)OC (5-(2-tert.butylamino-1-hydroxyethyl)-o-anisic acid, methyl ester, hydrochloride). Reagents/catalysts: [Pd] (Pd/C). Solvent: C(C)O (ethanol), C(C)O (ethanol). RXN SMILES: [ClH:1].C([N:9]([C:25]([CH3:28])([CH3:27])[CH3:26])[CH2:10][C:11]([C:13]1[CH:22]=[C:17]([C:18]([O:20][CH3:21])=[O:19])[C:16]([O:23][CH3:24])=[CH:15][CH:14]=1)=[O:12])C1C=CC=CC=1.[H][H]>C(O)C.[Pd]>[ClH:1].[C:25]([NH:9][CH2:10][CH:11]([C:13]1[CH:22]=[C:17]([C:18]([O:20][CH3:21])=[O:19])[C:16]([O:23][CH3:24])=[CH:15][CH:14]=1)[OH:12])([CH3:28])([CH3:27])[CH3:26] |f:0.1,5.6|. Reported procedure: 5-(N-Benzyl-N-tert.butylglycyl)-o-anisic acid, methyl ester, hydrochloride (4.05g) in ethanol (60 ml) was added to a pre-reduced suspension of 10% Pd/C (1.0g) in ethanol (15 ml) and hydrogenated until uptake ceased (hydrogen uptake was 441.cc). The catalyst was filtered off and the filtrate evaporated to dryness to afford 5-(2-tert.butylamino-1-hydroxyethyl)-o-anisic acid, methyl ester, hydrochloride as a white crystalline solid (2.9g) m.p. 189°-194° . Starting materials: Cl.C(C1=CC=CC=C1)N(CC(=O)C1=CC=C(C(C(=O)OC)=C1)OC)C(C)(C)C (5-(N-Benzyl-N-tert.butylglycyl)-o-anisic acid, methyl ester, hydrochloride), [H][H] (hydrogen). Run at temperature 80 celsius, time 1.5 hour. Yields the product C(#N)N=C(NCC1CC=2C(=C3C=CC(NC3=C(C2)C)=O)O1)NC (2-(2-Cyano-3-methylguanidino)methyl-5-methyl-2,3,6,7-tetrahydrofuro-[2,3-f]quinoline-7-one). As a reaction SMILES: [C:1]([N:3]=[C:4](SC)[NH:5][CH2:6][CH:7]1[O:21][C:10]2=[C:11]3[C:16](=[C:17]([CH3:19])[CH:18]=[C:9]2[CH2:8]1)[NH:15][C:14](=[O:20])[CH:13]=[CH:12]3)#[N:2].[CH3:24][NH2:25]>C(O)C.CN(C)C=O>[C:1]([N:3]=[C:4]([NH:25][CH3:24])[NH:5][CH2:6][CH:7]1[O:21][C:10]2=[C:11]3[C:16](=[C:17]([CH3:19])[CH:18]=[C:9]2[CH2:8]1)[NH:15][C:14](=[O:20])[CH:13]=[CH:12]3)#[N:2]. The solvent is C(C)O (ethanol), C(C)O (ethanol), CN(C=O)C (dimethylformamide). Starting materials: CN (methylamine), C(#N)N=C(NCC1CC=2C(=C3C=CC(NC3=C(C2)C)=O)O1)SC (2-(3-Cyano-2-methyl-1-isothioureido)methyl-5-methyl-2,3,6,7-tetrahydrofuro-[2,3-f]quinoline-7-one). Reported procedure: The compound obtained in Example 212 (0.66 g, 2.01 mmol) was dissolved in a mixture of ethanol (30 ml) and dimethylformamide (50 ml). To the obtained solution, 30% methylamine in ethanol (25 ml) was added and stirred at 80° C. for 1.5 hours. The solvent was distilled off under reduced pressure, and the residue was washed with ethanol. 0.626 g (assayed quantitatively) of the title compound was obtained as a pale yellow solid. The solid was recrystallized from chloroform--methanol--ether, to obtai... The product is ClC1=C(C(=C(C(=C1Cl)Cl)Cl)Cl)N1N=C(CC1=O)NC1=C(C=CC(=C1)N)Cl (1-(2,3,4,5,6-Pentachlorophenyl)-3-(2'-chloro-5'-amino-anilino)-2-pyrazolin-5-one). Reaction SMILES: [Cl:1][C:2]1[C:7]([Cl:8])=[C:6]([Cl:9])[C:5]([Cl:10])=[C:4]([Cl:11])[C:3]=1[N:12]1[C:16](=[O:17])[CH2:15][C:14]([NH:18][C:19]2[CH:24]=[C:23]([N+:25]([O-])=O)[CH:22]=[CH:21][C:20]=2[Cl:28])=[N:13]1.[N+](C1C(=O)N=NC=1)([O-])=O>FC(F)(F)C(O)=O.[Fe]>[Cl:1][C:2]1[C:7]([Cl:8])=[C:6]([Cl:9])[C:5]([Cl:10])=[C:4]([Cl:11])[C:3]=1[N:12]1[C:16](=[O:17])[CH2:15][C:14]([NH:18][C:19]2[CH:24]=[C:23]([NH2:25])[CH:22]=[CH:21][C:20]=2[Cl:28])=[N:13]1. Procedure: Iron powder (3.5 g) was added in portions over five minutes to a slurry of 1-(2,3,4,5,6-pentachlorophenyl)-3-(2'-chloro-5'-nitroanilino)-2-pyrazoline-5-one (5 g) in trifluoroacetic acid (50 ml) at 70° C. The yellow color of the nitropyrazolone rapidly disappeared, and after stirring at 70°-75° C. for ten minutes the hot solution was separated from any unreacted iron and added to stirred ice-water (400 ml). The resultant off-white precipitate of the aminopyrazolone was filtered off, washed with w... Solvent: FC(C(=O)O)(F)F (trifluoroacetic acid). Reactants: ClC1=C(C(=C(C(=C1Cl)Cl)Cl)Cl)N1N=C(CC1=O)NC1=C(C=CC(=C1)[N+](=O)[O-])Cl (1-(2,3,4,5,6-pentachlorophenyl)-3-(2'-chloro-5'-nitroanilino)-2-pyrazoline-5-one), [N+](=O)([O-])C=1C(N=NC1)=O (nitropyrazolone). Reagents/catalysts: [Fe] (Iron).